Dataset: the Open Reaction Database (ORD), a public repository of structured organic reaction records. Task: describe an organic reaction: reactants, conditions, products, and yield Starting materials: ClC1=NC(=C2N=CN(C2=N1)C1CCCC1)Cl (2,6-dichloro-9-cyclopentylpurine), COC1=C(CN)C(=CC=C1)OC (2,6-dimethoxybenzylamine). Solvent: C(C)N(CC)CC (triethylamine). Product: ClC1=NC(=C2N=CN(C2=N1)C1CCCC1)NCC1=C(C=CC=C1OC)OC (2-Chloro-6-[(2,6-dimethoxybenzyl)amino]-9-cyclopentylpurine). RXN SMILES: [Cl:1][C:2]1[N:10]=[C:9]2[C:5]([N:6]=[CH:7][N:8]2[CH:11]2[CH2:15][CH2:14][CH2:13][CH2:12]2)=[C:4](Cl)[N:3]=1.[CH3:17][O:18][C:19]1[CH:26]=[CH:25][CH:24]=[C:23]([O:27][CH3:28])[C:20]=1[CH2:21][NH2:22]>C(N(CC)CC)C>[Cl:1][C:2]1[N:10]=[C:9]2[C:5]([N:6]=[CH:7][N:8]2[CH:11]2[CH2:15][CH2:14][CH2:13][CH2:12]2)=[C:4]([NH:22][CH2:21][C:20]2[C:23]([O:27][CH3:28])=[CH:24][CH:25]=[CH:26][C:19]=2[O:18][CH3:17])[N:3]=1. Procedure details: 2-Chloro-6-[(2,6-dimethoxybenzyl)amino]-9-cyclopentylpurine is prepared from 2,6-dichloro-9-cyclopentylpurine, 2,6-dimethoxybenzylamine, and triethylamine essentially as described above in Example 1, Scheme A, step b. Reaction SMILES: [NH2:1][C:2]1[C:3]([NH:23][C:24]2[CH:25]=[C:26]([N:30]([CH3:38])[C:31](=[O:37])[O:32][C:33]([CH3:36])([CH3:35])[CH3:34])[CH:27]=[CH:28][CH:29]=2)=[N:4][CH:5]=[N:6][C:7]=1[N:8]([CH2:16][C:17]1[CH:22]=[CH:21][CH:20]=[CH:19][CH:18]=1)[CH2:9][C:10]1[CH:15]=[CH:14][CH:13]=[CH:12][CH:11]=1.Cl[C:40](Cl)([O:42]C(=O)OC(Cl)(Cl)Cl)Cl>C(Cl)Cl>[CH2:16]([N:8]([CH2:9][C:10]1[CH:11]=[CH:12][CH:13]=[CH:14][CH:15]=1)[C:7]1[N:6]=[CH:5][N:4]=[C:3]2[C:2]=1[NH:1][C:40](=[O:42])[N:23]2[C:24]1[CH:25]=[C:26]([N:30]([CH3:38])[C:31](=[O:37])[O:32][C:33]([CH3:34])([CH3:35])[CH3:36])[CH:27]=[CH:28][CH:29]=1)[C:17]1[CH:22]=[CH:21][CH:20]=[CH:19][CH:18]=1. Run at time 1 hour. Isolated yield 230.1%. Starting materials: NC=1C(=NC=NC1N(CC1=CC=CC=C1)CC1=CC=CC=C1)NC=1C=C(C=CC1)N(C(OC(C)(C)C)=O)C (tert-butyl 3-(5-amino-6-(dibenzylamino)pyrimidin-4-ylamino)phenyl(methyl)carbamate), TEA, ClC(Cl)(OC(OC(Cl)(Cl)Cl)=O)Cl (triphosgene). Procedure details: To a stirred solution of tert-butyl 3-(5-amino-6-(dibenzylamino)pyrimidin-4-ylamino)phenyl(methyl)carbamate (22) (3.1 g, 6.08 mmol) and TEA (1.75 mL, 12.16 mmol) in dry DCM (40 mL) at 0° C. and under N2 atmosphere was added a solution of triphosgene (722 mg, 2.43 mmol) in dry DCM (20 mL) dropwise during 1 h. After the stirring was continued for 1 h, the reaction was quenched with water (10 mL). The organic layer was separated, washed with water and brine, dried over Na2SO4, and concentrated in v... Run in C(Cl)Cl (DCM), C(Cl)Cl (DCM). The product is C(C1=CC=CC=C1)N(C1=C2NC(N(C2=NC=N1)C=1C=C(C=CC1)N(C(OC(C)(C)C)=O)C)=O)CC1=CC=CC=C1 (tert-butyl 3-(6-(dibenzylamino)-8-oxo-7H-purin-9(8H)-yl)phenyl(methyl)carbamate). The reactants are O=C([O-])[O-], N#CCCCC1CCNCC1, CC(C)=O, Clc1ccccc1C(Br)c1ccccc1Cl, Cl, [K+], [K+]. The product is N#CCCCC1CCN(C(c2ccccc2Cl)c2ccccc2Cl)CC1. As a reaction SMILES: [C:29](=[O:30])([O-:31])[O-:32].[C:2](#[N:3])[CH2:4][CH2:5][CH2:6][CH:7]1[CH2:8][CH2:9][NH:10][CH2:11][CH2:12]1.[CH3:35][C:36](=[O:37])[CH3:38].[Cl:13][c:14]1[c:15]([CH:20]([Br:21])[c:22]2[c:23]([Cl:28])[cH:24][cH:25][cH:26][cH:27]2)[cH:16][cH:17][cH:18][cH:19]1.[ClH:1].[K+:33].[K+:34]>>[C:2](#[N:3])[CH2:4][CH2:5][CH2:6][CH:7]1[CH2:8][CH2:9][N:10]([CH:20]([c:15]2[c:14]([Cl:13])[cH:19][cH:18][cH:17][cH:16]2)[c:22]2[c:23]([Cl:28])[cH:24][cH:25][cH:26][cH:27]2)[CH2:11][CH2:12]1. Starting materials: COC1=CC=C(C=C1)N(S(=O)(=O)C1=CC=C(C(=O)O)C=C1)C (4-(N-(4-methoxyphenyl)-N-methylsulfamoyl)benzoic acid), COC1=CC2=C(N=C(S2)N)C=C1 (6-methoxybenzo[d]thiazol-2-amine). RXN SMILES: [CH3:1][O:2][C:3]1[CH:8]=[CH:7][C:6]([N:9]([CH3:22])[S:10]([C:13]2[CH:21]=[CH:20][C:16]([C:17]([OH:19])=O)=[CH:15][CH:14]=2)(=[O:12])=[O:11])=[CH:5][CH:4]=1.[CH3:23][O:24][C:25]1[CH:34]=[CH:33][C:28]2[N:29]=[C:30]([NH2:32])[S:31][C:27]=2[CH:26]=1>>[CH3:23][O:24][C:25]1[CH:34]=[CH:33][C:28]2[N:29]=[C:30]([NH:32][C:17](=[O:19])[C:16]3[CH:15]=[CH:14][C:13]([S:10](=[O:12])(=[O:11])[N:9]([C:6]4[CH:5]=[CH:4][C:3]([O:2][CH3:1])=[CH:8][CH:7]=4)[CH3:22])=[CH:21][CH:20]=3)[S:31][C:27]=2[CH:26]=1. Reported procedure: 4-(N-(4-methoxyphenyl)-N-methylsulfamoyl)benzoic acid (7) (100 mg, 0.31 mmol) was treated with 6-methoxybenzo[d]thiazol-2-amine (47 mg, 0.26 mmol) using method C. The residue was purified using flash chromatography eluting with 0-40% EtOAc in hexanes. The resulting solid was triturated with dichloromethane/hexanes to give N-(6-methoxybenzo[d]thiazol-2-yl)-4-(N-(4-methoxyphenyl)-N-methylsulfamoyl)benzamide as a yellow solid. Yield: 26 mg (21%). 1H-NMR: 8.28 (d, J=8.5 Hz, 2H), 7.74-7.61 (m, 4H), 7... The product is COC1=CC2=C(N=C(S2)NC(C2=CC=C(C=C2)S(N(C)C2=CC=C(C=C2)OC)(=O)=O)=O)C=C1 (N-(6-methoxybenzo[d]thiazol-2-yl)-4-(N-(4-methoxyphenyl)-N-methylsulfamoyl)benzamide). Starting materials: C(C)OC(CCCOC1=C(C(=CC=C1)CCCCCCOC1=CC(=CC(=C1)OCC)C1=CC(=NC=C1)Cl)CCC(=O)OCC)=O (4-[3-{6-[3-(2-chloro-pyridin-4-yl)-5-ethoxy-phenoxy]-hexyl}-2-(2-ethoxycarbonyl-ethyl)-phenoxy]-butyric acid ethyl ester), [OH-].[Na+] (sodium hydroxide). The product is C(=O)(O)CCC1=C(OCCCC(=O)O)C=CC=C1CCCCCCOC1=CC(=CC(=C1)OCC)C1=CC(=NC=C1)Cl (4-[2-(2-carboxy-ethyl)-3-[6-[3-(2-chloro-pyridin-4-yl)-5-ethoxy-phenoxy]-hexyl]-phenoxy]-butyric acid). The yield is 98.4%. RXN SMILES: C([O:3][C:4](=[O:45])[CH2:5][CH2:6][CH2:7][O:8][C:9]1[CH:14]=[CH:13][CH:12]=[C:11]([CH2:15][CH2:16][CH2:17][CH2:18][CH2:19][CH2:20][O:21][C:22]2[CH:27]=[C:26]([O:28][CH2:29][CH3:30])[CH:25]=[C:24]([C:31]3[CH:36]=[CH:35][N:34]=[C:33]([Cl:37])[CH:32]=3)[CH:23]=2)[C:10]=1[CH2:38][CH2:39][C:40]([O:42]CC)=[O:41])C.[OH-].[Na+]>>[C:40]([CH2:39][CH2:38][C:10]1[C:11]([CH2:15][CH2:16][CH2:17][CH2:18][CH2:19][CH2:20][O:21][C:22]2[CH:27]=[C:26]([O:28][CH2:29][CH3:30])[CH:25]=[C:24]([C:31]3[CH:36]=[CH:35][N:34]=[C:33]([Cl:37])[CH:32]=3)[CH:23]=2)=[CH:12][CH:13]=[CH:14][C:9]=1[O:8][CH2:7][CH2:6][CH2:5][C:4]([OH:45])=[O:3])([OH:42])=[O:41] |f:1.2|. Procedure: A similar procedure as described in Example 43, step 5 was used, starting from 4-[3-{6-[3-(2-chloro-pyridin-4-yl)-5-ethoxy-phenoxy]-hexyl}-2-(2-ethoxycarbonyl-ethyl)-phenoxy]-butyric acid ethyl ester (105 mg, 0.16 mmol) and 1.0 N aqueous sodium hydroxide (1.6 mL) to afford 4-[2-(2-carboxy-ethyl)-3-[6-[3-(2-chloro-pyridin-4-yl)-5-ethoxy-phenoxy]-hexyl]-phenoxy]-butyric acid (92 mg, 96%) as a light brown solid: ES(+)-HRMS m/e calcd for C32H38ClNO7 (M+H)+ 584.2410. found 584.2412.